This data is from the Open Reaction Database (ORD), a public repository of structured organic reaction records. The task is: describe an organic reaction: reactants, conditions, products, and yield Starting materials: Cl, NCc1ccncc1, NC1CCN(c2nc(NCC(c3ccccc3)c3ccccc3)c3ncn(C4CC(n5cc(CO)cn5)C(O)C4O)c3n2)C1, CCc1nnn(C2CC(n3cnc4c(NCC(c5ccccc5)c5ccccc5)nc(N5CCC(NC(=O)NCc6ccccn6)C5)nc43)C(O)C2O)n1. Product: O=C(NCc1ccncc1)NC1CCN(c2nc(NCC(c3ccccc3)c3ccccc3)c3ncn(C4CC(n5cc(CO)cn5)C(O)C4O)c3n2)C1. Reaction SMILES: [ClH:45].[NH2:100][CH2:101][c:102]1[cH:103][cH:104][n:105][cH:106][cH:107]1.[NH2:1][CH:2]1[CH2:3][N:4]([c:7]2[n:8][c:9]([NH:30][CH2:31][CH:32]([c:33]3[cH:34][cH:35][cH:36][cH:37][cH:38]3)[c:39]3[cH:40][cH:41][cH:42][cH:43][cH:44]3)[c:10]3[n:11][cH:12][n:13]([CH:16]4[CH:17]([OH:29])[CH:18]([OH:28])[CH:19]([n:21]5[n:22][cH:23][c:24]([CH2:26][OH:27])[cH:25]5)[CH2:20]4)[c:14]3[n:15]2)[CH2:5][CH2:6]1.[c:46]1([CH:47]([c:48]2[cH:49][cH:50][cH:51][cH:52][cH:53]2)[CH2:54][NH:55][c:56]2[n:57][c:58]([N:59]3[CH2:60][CH2:61][CH:62]([NH:63][C:70]([NH:64][CH2:65][c:66]4[cH:67][cH:68][cH:69][cH:72][n:73]4)=[O:71])[CH2:74]3)[n:75][c:76]3[c:77]2[n:78][cH:79][n:80]3[CH:81]2[CH2:82][CH:83]([n:84]3[n:85][n:86][c:87]([CH2:88][CH3:89])[n:90]3)[CH:91]([OH:92])[CH:93]2[OH:94])[cH:95][cH:96][cH:97][cH:98][cH:99]1>>[NH:1]([CH:2]1[CH2:3][N:4]([c:7]2[n:8][c:9]([NH:30][CH2:31][CH:32]([c:33]3[cH:34][cH:35][cH:36][cH:37][cH:38]3)[c:39]3[cH:40][cH:41][cH:42][cH:43][cH:44]3)[c:10]3[n:11][cH:12][n:13]([CH:16]4[CH:17]([OH:29])[CH:18]([OH:28])[CH:19]([n:21]5[n:22][cH:23][c:24]([CH2:26][OH:27])[cH:25]5)[CH2:20]4)[c:14]3[n:15]2)[CH2:5][CH2:6]1)[C:70](=[O:71])[NH:100][CH2:101][c:102]1[cH:103][cH:104][n:105][cH:106][cH:107]1. As a reaction SMILES: [Br:1][c:2]1[c:3]([CH2:8][NH:9][OH:10])[cH:4][cH:5][cH:6][cH:7]1.[CH2:30]([Cl:31])[Cl:32].[CH3:17][Si:18]([CH3:19])([CH3:20])[Cl:21].[CH3:33][CH2:34][CH2:35][CH2:36][CH2:37][CH3:38].[Cl:22][CH2:23][C:24]([C:25](=[O:26])[Cl:27])([CH3:28])[CH3:29].[cH:11]1[cH:12][cH:13][n:14][cH:15][cH:16]1>>[Br:1][c:2]1[c:3]([CH2:8][N:9]([OH:10])[C:25]([C:24]([CH2:23][Cl:22])([CH3:28])[CH3:29])=[O:26])[cH:4][cH:5][cH:6][cH:7]1. The product is CC(C)(CCl)C(=O)N(O)Cc1ccccc1Br. The reactants are ONCc1ccccc1Br, ClCCl, C[Si](C)(C)Cl, CCCCCC, CC(C)(CCl)C(=O)Cl, c1ccncc1. Reactants: O=C([C@H](O)[C@@H](O)[C@H](O)[C@H](O)C(=O)[O-])O.[K+] (Monopotassium D-glucarate), C[O-].[Na+] (sodium methoxide). Yields the product COC(=O)[C@H]([C@@H]1[C@@H]([C@H](C(=O)O1)O)O)O (Methyl D-glucarate 1,4-lactone), polyamines. Reaction SMILES: [O:1]=[C:2]([OH:14])[C@@H:3]([C@H:5]([C@@H:7]([C@@H:9]([C:11]([O-:13])=[O:12])[OH:10])O)[OH:6])[OH:4].[K+].[CH3:16][O-].[Na+]>>[CH3:16][O:13][C:11]([C@@H:9]([OH:10])[C@H:7]1[O:14][C:2](=[O:1])[C@H:3]([OH:4])[C@H:5]1[OH:6])=[O:12] |f:0.1,2.3|. Reported procedure: Monopotassium D-glucarate and sodium methoxide solution (NaOMe) (0.5 M in methanol) were commercial products. Methyl D-glucarate 1,4-lactone was prepared as previously described (Kiely, 1994). Some carbohydrate diacids and diamines or polyamines were prepared as needed. Other commercial chemicals and solvents were used without further purification. Solutions were concentrated in vacuo (15-20 mbar) using a rotary evaporator and water bath at 30° C. pH was estimated using pHydrion paper produced b... Starting materials: BrC1=CC2=C(NC(=N2)CC2=C3C=CNC3=C(C=C2C)C)C(=C1)F (5-bromo-2-((5,7-dimethyl-1H-indol-4-yl)methyl)-7-fluoro-1H-benzo[d]imidazole), CN(C)C=O (DMF). The reagents and catalysts are [C-]#N.[Zn+2].[C-]#N (Zinc cyanide), C=1C=CC(=CC1)[P](C=2C=CC=CC2)(C=3C=CC=CC3)[Pd]([P](C=4C=CC=CC4)(C=5C=CC=CC5)C=6C=CC=CC6)([P](C=7C=CC=CC7)(C=8C=CC=CC8)C=9C=CC=CC9)[P](C=1C=CC=CC1)(C=1C=CC=CC1)C=1C=CC=CC1 (Pd(Ph3P)4), [Zn] (zinc), C1=CC=C(C=C1)P([C-]2C=CC=C2)C3=CC=CC=C3.C1=CC=C(C=C1)P([C-]2C=CC=C2)C3=CC=CC=C3.[Fe+2] (dppf), C=1C=CC(=CC1)/C=C/C(=O)/C=C/C2=CC=CC=C2.C=1C=CC(=CC1)/C=C/C(=O)/C=C/C2=CC=CC=C2.C=1C=CC(=CC1)/C=C/C(=O)/C=C/C2=CC=CC=C2.[Pd].[Pd] (Pd2(dba)3). The solvent is CCOC(=O)C (EtOAc). Reaction conditions: temperature 120 celsius. The product is CC=1C(=C2C=CNC2=C(C1)C)CC1=NC2=C(N1)C(=CC(=C2)C#N)F (2-((5,7-Dimethyl-1H-indol-4-yl)methyl)-7-fluoro-1H-benzo[d]imidazole-5-carbonitrile). As a reaction SMILES: Br[C:2]1[CH:22]=[C:21]([F:23])[C:5]2[NH:6][C:7]([CH2:9][C:10]3[C:18]([CH3:19])=[CH:17][C:16]([CH3:20])=[C:15]4[C:11]=3[CH:12]=[CH:13][NH:14]4)=[N:8][C:4]=2[CH:3]=1.[CH3:24][N:25](C=O)C>CCOC(C)=O.[C-]#N.[Zn+2].[C-]#N.C1C=CC([P]([Pd]([P](C2C=CC=CC=2)(C2C=CC=CC=2)C2C=CC=CC=2)([P](C2C=CC=CC=2)(C2C=CC=CC=2)C2C=CC=CC=2)[P](C2C=CC=CC=2)(C2C=CC=CC=2)C2C=CC=CC=2)(C2C=CC=CC=2)C2C=CC=CC=2)=CC=1.[Zn].C1C=CC(P(C2C=CC=CC=2)[C-]2C=CC=C2)=CC=1.C1C=CC(P(C2C=CC=CC=2)[C-]2C=CC=C2)=CC=1.[Fe+2].C1C=CC(/C=C/C(/C=C/C2C=CC=CC=2)=O)=CC=1.C1C=CC(/C=C/C(/C=C/C2C=CC=CC=2)=O)=CC=1.C1C=CC(/C=C/C(/C=C/C2C=CC=CC=2)=O)=CC=1.[Pd].[Pd]>[CH3:19][C:18]1[C:10]([CH2:9][C:7]2[NH:6][C:5]3[C:21]([F:23])=[CH:22][C:2]([C:24]#[N:25])=[CH:3][C:4]=3[N:8]=2)=[C:11]2[C:15](=[C:16]([CH3:20])[CH:17]=1)[NH:14][CH:13]=[CH:12]2 |f:3.4.5,8.9.10,11.12.13.14.15,^1:43,45,64,83|. Procedure details: Zinc cyanide (44 mg, 0.375 mmol) was weighed into a 50 mL flask, a degassed solution of 5-bromo-2-((5,7-dimethyl-1H-indol-4-yl)methyl)-7-fluoro-1H-benzo[d]imidazole (45 mg, 0.121 mmol) in DMF (4 mL) was added followed by Pd(Ph3P)4 (14 mg, 0.012 mmol). The reaction mixture was heated at 120° C. for 2 hours. Additional portions of zinc dust, dppf, and Pd2(dba)3 were added followed by heating to 130° C. until no starting material remained by LC-MS. The reaction was diluted with EtOAc and a saturate... The reactants are C=CCN(CC=C)Cc1ccc(S(=O)(=O)NC(CCNc2ccc([N+](=O)[O-])cn2)C(N)=O)s1, CN1C(=O)CC(=O)N(C)C1=O, c1ccc(P(c2ccccc2)(c2ccccc2)[Pd](P(c2ccccc2)(c2ccccc2)c2ccccc2)(P(c2ccccc2)(c2ccccc2)c2ccccc2)P(c2ccccc2)(c2ccccc2)c2ccccc2)cc1. The product is NCc1ccc(S(=O)(=O)NC(CCNc2ccc([N+](=O)[O-])cn2)C(N)=O)s1. RXN SMILES: [CH2:1]([N:4]([CH2:2][CH:3]=[CH2:5])[CH2:8][c:9]1[cH:10][cH:11][c:12]([S:14](=[O:15])(=[O:16])[NH:17][CH:18]([C:19](=[O:20])[NH2:21])[CH2:22][CH2:23][NH:24][c:25]2[n:26][cH:27][c:28]([N+:31](=[O:32])[O-:33])[cH:29][cH:30]2)[s:13]1)[CH:6]=[CH2:7].[CH3:34][N:35]1[C:36](=[O:37])[CH2:38][C:39](=[O:40])[N:41]([CH3:42])[C:43]1=[O:44].[cH:45]1[cH:46][cH:47][c:48]([P:49]([Pd:50]([P:51]([c:52]2[cH:53][cH:54][cH:55][cH:56][cH:57]2)([c:58]2[cH:59][cH:60][cH:61][cH:62][cH:63]2)[c:64]2[cH:65][cH:66][cH:67][cH:68][cH:69]2)([P:70]([c:71]2[cH:72][cH:73][cH:74][cH:75][cH:76]2)([c:77]2[cH:78][cH:79][cH:80][cH:81][cH:82]2)[c:83]2[cH:84][cH:85][cH:86][cH:87][cH:88]2)[P:89]([c:90]2[cH:91][cH:92][cH:93][cH:94][cH:95]2)([c:96]2[cH:97][cH:98][cH:99][cH:100][cH:101]2)[c:102]2[cH:103][cH:104][cH:105][cH:106][cH:107]2)([c:108]2[cH:109][cH:110][cH:111][cH:112][cH:113]2)[c:114]2[cH:115][cH:116][cH:117][cH:118][cH:119]2)[cH:120][cH:121]1>>[NH2:4][CH2:8][c:9]1[cH:10][cH:11][c:12]([S:14](=[O:15])(=[O:16])[NH:17][CH:18]([C:19](=[O:20])[NH2:21])[CH2:22][CH2:23][NH:24][c:25]2[n:26][cH:27][c:28]([N+:31](=[O:32])[O-:33])[cH:29][cH:30]2)[s:13]1. Starting materials: CCOC(=O)COc1ccc(S(=O)(=O)Cl)cc1, ClCCl, Cl, C1COCCO1, [Sn]. The product is CCOC(=O)COc1ccc(S)cc1. Reaction SMILES: [CH2:1]([CH3:2])[O:3][C:4]([CH2:5][O:6][c:7]1[cH:8][cH:9][c:10]([S:13]([Cl:14])(=[O:15])=[O:16])[cH:11][cH:12]1)=[O:17].[CH2:20]([Cl:21])[Cl:22].[ClH:19].[O:23]1[CH2:24][CH2:25][O:26][CH2:27][CH2:28]1.[Sn:18]>>[CH2:1]([CH3:2])[O:3][C:4]([CH2:5][O:6][c:7]1[cH:8][cH:9][c:10]([SH:13])[cH:11][cH:12]1)=[O:17]. Starting materials: Cl[O-].[Na+] (sodium hypochlorite), N(=O)[O-].[Na+] (sodium nitrite), NC(C#N)(C)C (2-amino-2-methylpropionitrile), Cl (hydrochloric acid). Reagents/catalysts: [Br-].C(CCC)[N+](CCCC)(CCCC)CCCC (tetrabutylammonium bromide). Solvent: C(C)#N (acetonitrile), O (water), C(C)#N (acetonitrile), O (water). Product: N(=NC(C#N)(C)C)C(C#N)(C)C (2,2'-azobis(isobutyronitrile)). As a reaction SMILES: Cl[O-].[Na+].[NH2:4][C:5]([CH3:9])([CH3:8])[C:6]#[N:7].Cl.N([O-])=O.[Na+]>[Br-].C([N+](CCCC)(CCCC)CCCC)CCC.O.C(#N)C>[N:4]([C:5]([CH3:9])([CH3:8])[C:6]#[N:7])=[N:4][C:5]([CH3:9])([CH3:8])[C:6]#[N:7] |f:0.1,4.5,6.7|. Procedure: Next, 266 g (0.286 mole) of a 8% aqueous sodium hypochlorite solution (pH 12) was cooled to 5° C., and to the aqueous solution was added 150 ml of an acetonitrile solution containing 17.7 g (0.2 mole) of the resulting 95%-pure 2-amino-2-methylpropionitrile and 0.6 g of tetrabutylammonium bromide over 30 minutes with stirring. The resulting reaction mixture was stirred at 7° to 10° C. for 30 minutes to complete the reaction. By iodometry, it was found that the total oxidative compounds in both th... The reactants are CCCCCCCCCCCCCCCCCCOc1cccc(C(=O)CNCC)c1, CO, Cl, [Pd]. Product: CCCCCCCCCCCCCCCCCCOc1cccc(C(O)CNCC)c1, Cl. Reaction SMILES: [CH2:2]([CH2:3][CH2:4][CH2:5][CH2:6][CH2:7][CH2:8][CH2:9][CH2:10][CH2:11][CH2:12][CH2:13][CH2:14][CH2:15][CH2:16][CH2:17][CH2:18][CH3:19])[O:20][c:21]1[cH:22][c:23]([C:27]([CH2:28][NH:29][CH2:30][CH3:31])=[O:32])[cH:24][cH:25][cH:26]1.[CH3:33][OH:34].[ClH:1].[Pd:35]>>[CH2:2]([CH2:3][CH2:4][CH2:5][CH2:6][CH2:7][CH2:8][CH2:9][CH2:10][CH2:11][CH2:12][CH2:13][CH2:14][CH2:15][CH2:16][CH2:17][CH2:18][CH3:19])[O:20][c:21]1[cH:22][c:23]([CH:27]([CH2:28][NH:29][CH2:30][CH3:31])[OH:32])[cH:24][cH:25][cH:26]1.[ClH:1].